This data is from the Open Reaction Database (ORD), a public repository of structured organic reaction records. The task is: describe an organic reaction: reactants, conditions, products, and yield Reactants: CCCCC(=O)Cl, C1CCOC1, CCN(C(C)C)C(C)C, NC1CN2C(=O)N(c3cc(Cl)nc(Cl)c3)C(=O)C2(Cc2ccc(OC(F)(F)F)cc2)C1. As a reaction SMILES: [C:1]([CH2:2][CH2:3][CH2:4][CH3:5])(=[O:6])[Cl:7].[CH2:48]1[O:49][CH2:50][CH2:51][CH2:52]1.[CH:39]([N:40]([CH2:41][CH3:42])[CH:43]([CH3:44])[CH3:45])([CH3:46])[CH3:47].[F:8][C:9]([O:10][c:11]1[cH:12][cH:13][c:14]([CH2:15][C:16]23[C:17](=[O:34])[N:18]([c:26]4[cH:27][c:28]([Cl:33])[n:29][c:30]([Cl:32])[cH:31]4)[C:19](=[O:25])[N:20]2[CH2:21][CH:22]([NH2:24])[CH2:23]3)[cH:35][cH:36]1)([F:37])[F:38]>>[C:1]([CH2:2][CH2:3][CH2:4][CH3:5])(=[O:6])[NH:24][CH:22]1[CH2:21][N:20]2[C:16]([CH2:15][c:14]3[cH:13][cH:12][c:11]([O:10][C:9]([F:8])([F:37])[F:38])[cH:36][cH:35]3)([C:17](=[O:34])[N:18]([c:26]3[cH:27][c:28]([Cl:33])[n:29][c:30]([Cl:32])[cH:31]3)[C:19]2=[O:25])[CH2:23]1. The product is CCCCC(=O)NC1CN2C(=O)N(c3cc(Cl)nc(Cl)c3)C(=O)C2(Cc2ccc(OC(F)(F)F)cc2)C1.